From a dataset of the Open Reaction Database (ORD), a public repository of structured organic reaction records. describe an organic reaction: reactants, conditions, products, and yield Reactants: C(CCCC)(=O)Cl (valeryl chloride), [Sn](Cl)(Cl)(Cl)Cl (tin (IV) chloride), S1C2=C(C=C1C=1C=C3C=CC(=C(C3=CC1)Br)OCC#N)C=CC=C2 ((6-benzo[b]thiophen-2-yl-1-bromo-naphthalen-2-yloxy)-acetonitrile), C(CCCC)(=O)Cl (valeryl chloride), [Sn](Cl)(Cl)(Cl)Cl (tin (IV) chloride), ice water. The solvent is C(Cl)(Cl)Cl (chloroform). Product: BrC1=C(C=CC2=CC(=CC=C12)C1=C(C2=C(S1)C=CC=C2)C(CCCC)=O)OCC#N ([1-Bromo-6-(3-pentanoyl-benzo[b]thiophen-2-yl)-naphthalen-2-yloxy]-acetonitrile). Yield: 5.6%. Reaction SMILES: [S:1]1[C:5]([C:6]2[CH:7]=[C:8]3[C:13](=[CH:14][CH:15]=2)[C:12]([Br:16])=[C:11]([O:17][CH2:18][C:19]#[N:20])[CH:10]=[CH:9]3)=[CH:4][C:3]2[CH:21]=[CH:22][CH:23]=[CH:24][C:2]1=2.[C:25](Cl)(=[O:30])[CH2:26][CH2:27][CH2:28][CH3:29].[Sn](Cl)(Cl)(Cl)Cl>C(Cl)(Cl)Cl>[Br:16][C:12]1[C:13]2[C:8](=[CH:7][C:6]([C:5]3[S:1][C:2]4[CH:24]=[CH:23][CH:22]=[CH:21][C:3]=4[C:4]=3[C:25](=[O:30])[CH2:26][CH2:27][CH2:28][CH3:29])=[CH:15][CH:14]=2)[CH:9]=[CH:10][C:11]=1[O:17][CH2:18][C:19]#[N:20]. Reported procedure: To a 0° C. suspension of (6-benzo[b]thiophen-2-yl-1-bromo-naphthalen-2-yloxy)-acetonitrile (5.27 g, 13.4 mmol) in chloroform (400 mL) was added valeryl chloride (2.1 mL, 17 mmol) and tin (IV) chloride (2.3 mL, 20 mmol). The reaction mixture was refluxed for 22.5 hours. During reflux, valeryl chloride (8.5 mL, 70 mmol) in four portions and tin (IV) chloride (8.9 mL, 76 mmol) were added in four portions. After cooling to ambient temperature, the reaction mixture was poured into ice water. The phas... The reactants are COc1ccc(Br)cc1F, [Li]CCCC, C1CCOC1, CSSC. Yields the product COc1ccc(SC)cc1F. Reaction SMILES: [Br:1][c:2]1[cH:3][c:4]([F:10])[c:5]([O:8][CH3:9])[cH:6][cH:7]1.[CH2:11]([Li:12])[CH2:13][CH2:14][CH3:15].[CH2:20]1[O:21][CH2:22][CH2:23][CH2:24]1.[CH3:16][S:17][S:18][CH3:19]>>[c:2]1([S:17][CH3:16])[cH:3][c:4]([F:10])[c:5]([O:8][CH3:9])[cH:6][cH:7]1.